From a dataset of the Open Reaction Database (ORD), a public repository of structured organic reaction records. describe an organic reaction: reactants, conditions, products, and yield Reactants: CNC, CC(=O)O, Cl, Cl, O=C(O)C=Cc1ccc(C(=O)Cc2c(F)c(F)c(F)c(F)c2F)cc1, [Mg+2], O=S(=O)([O-])[O-], C1COCCO1. Yields the product C=C(C(=O)c1ccc(C=CC(=O)O)cc1)c1c(F)c(F)c(F)c(F)c1F. As a reaction SMILES: [CH3:27][NH:28][CH3:29].[CH3:43][C:44](=[O:45])[OH:46].[ClH:26].[ClH:36].[F:1][c:2]1[c:3]([CH2:12][C:13](=[O:14])[c:15]2[cH:16][cH:17][c:18]([CH:19]=[CH:20][C:21](=[O:22])[OH:23])[cH:24][cH:25]2)[c:4]([F:11])[c:5]([F:10])[c:6]([F:9])[c:7]1[F:8].[Mg+2:30].[O-:31][S:32](=[O:33])(=[O:34])[O-:35].[O:37]1[CH2:38][CH2:39][O:40][CH2:41][CH2:42]1>>[F:1][c:2]1[c:3]([C:12]([C:13](=[O:14])[c:15]2[cH:16][cH:17][c:18]([CH:19]=[CH:20][C:21](=[O:22])[OH:23])[cH:24][cH:25]2)=[CH2:27])[c:4]([F:11])[c:5]([F:10])[c:6]([F:9])[c:7]1[F:8]. As a reaction SMILES: [CH3:1][N:2]([CH3:3])[CH2:4][c:5]1[cH:6][c:7]([O:8][CH2:9][CH2:10][CH2:11][NH:12][c:13]2[n:14][c:15]([CH2:19][NH2:20])[n:16][n:17]2[CH3:18])[cH:21][cH:22][cH:23]1.[CH4:29].[S:24](=[O:25])(=[O:26])([Cl:27])[Cl:28].[cH:30]1[cH:31][cH:32][n:33][cH:34][cH:35]1>>[CH3:1][N:2]([CH3:3])[CH2:4][c:5]1[cH:6][c:7]([O:8][CH2:9][CH2:10][CH2:11][NH:12][c:13]2[n:14][c:15]([CH2:19][NH:20][S:24](=[O:25])(=[O:26])[CH3:29])[n:16][n:17]2[CH3:18])[cH:21][cH:22][cH:23]1. Starting materials: CN(C)Cc1cccc(OCCCNc2nc(CN)nn2C)c1, C, O=S(=O)(Cl)Cl, c1ccncc1. The product is CN(C)Cc1cccc(OCCCNc2nc(CNS(C)(=O)=O)nn2C)c1. Reactants: C(C)(C)(C)OC(NC1=C(C=C(C=C1)C#CC1=CC=C(C=C1)F)N)=O ([2-amino-4-(4-fluoro-phenylethynyl)-phenyl]-carbamic acid tert.-butyl ester), C(C)OC(CC(C1=CC(=CC=C1)N1N=NN=C1)=O)=O (3-oxo-3-(3-tetrazol-1-yl-phenyl)-propionic acid ethyl ester), C(=O)(C(F)(F)F)O (TFA). Run in C(Cl)Cl (CH2Cl2). The product is FC1=CC=C(C=C1)C#CC=1C=CC2=C(NC(CC(=N2)C2=CC(=CC=C2)N2N=NN=C2)=O)C1 (8-(4-Fluoro-phenylethynyl)-4-(3-tetrazol-1-yl-phenyl)-1,3-dihydro-benzo[b][1,4]diazepin-2-one). RXN SMILES: C(OC(=O)[NH:7][C:8]1[CH:13]=[CH:12][C:11]([C:14]#[C:15][C:16]2[CH:21]=[CH:20][C:19]([F:22])=[CH:18][CH:17]=2)=[CH:10][C:9]=1[NH2:23])(C)(C)C.C(O[C:28](=[O:43])[CH2:29][C:30](=O)[C:31]1[CH:36]=[CH:35][CH:34]=[C:33]([N:37]2[CH:41]=[N:40][N:39]=[N:38]2)[CH:32]=1)C.C(O)(C(F)(F)F)=O>C(Cl)Cl>[F:22][C:19]1[CH:18]=[CH:17][C:16]([C:15]#[C:14][C:11]2[CH:12]=[CH:13][C:8]3[N:7]=[C:30]([C:31]4[CH:36]=[CH:35][CH:34]=[C:33]([N:37]5[CH:41]=[N:40][N:39]=[N:38]5)[CH:32]=4)[CH2:29][C:28](=[O:43])[NH:23][C:9]=3[CH:10]=2)=[CH:21][CH:20]=1. Procedure: Prepared from [2-amino-4-(4-fluoro-phenylethynyl)-phenyl]-carbamic acid tert.-butyl ester (Example G33) and 3-oxo-3-(3-tetrazol-1-yl-phenyl)-propionic acid ethyl ester (Example H15) according to the general procedure K. The obtained material was deprotected and cyclized by treatment with TFA in CH2Cl2 according to the general procedure M. Obtained as a beige powder (5.5 mg). The solvent is C1(=CC=CC=C1)C (toluene). The reactants are Cl (hydrochloric acid), CC(C)([O-])C.[K+] (potassium tert-butoxide), O1CCCC1 (tetrahydrofuran), C(C)OC(CCCOCC(=O)OCC)=O (4-ethoxycarbonylmethoxybutyric acid ethyl ester). Procedure details: A solution of 4-ethoxycarbonylmethoxybutyric acid ethyl ester (90%, 15.0 g, 61.9 mmol) in toluene (300 mL) was stirred at room temperature and treated over 5 min with a solution of potassium tert-butoxide in tetrahydrofuran (1.0 M, 74.2 mL, 74.2 mmol). The mixture was stirred at room temperature for 24 h, then was poured into 1 N hydrochloric acid. The phases were separated, and the aqueous phase was extracted with ether. The combined organic phases were dried (Na2SO4), filtered and concentrated... The product is C(C)OC(=O)C1C(COCC1)=O (3-oxo-tetrahydro-pyran-4-carboxylic acid ethyl ester). Reaction SMILES: [CH2:1]([O:3][C:4](=[O:15])[CH2:5][CH2:6][CH2:7][O:8][CH2:9][C:10](OCC)=[O:11])[CH3:2].CC(C)([O-])C.[K+].O1CCCC1.Cl>C1(C)C=CC=CC=1>[CH2:1]([O:3][C:4]([CH:5]1[CH2:6][CH2:7][O:8][CH2:9][C:10]1=[O:11])=[O:15])[CH3:2] |f:1.2|. Reaction conditions: time 24 hour. The yield is 47.5%. The reactants are BrC=1SC=CN1 (2-bromothiazole), FC(C(=O)C=1SC=CN1)(F)F (2-trifluoroacetylthiazole), d6. Solvent: CS(=O)C (DMSO). Product: S1C(=NC=C1)C(C(F)(F)F)(O)C=1SC=CN1 (1,1-Di(2-thiazolyl)-2,2,2-trifluoroethanol). As a reaction SMILES: Br[C:2]1[S:3][CH:4]=[CH:5][N:6]=1.[F:7][C:8]([F:17])([F:16])[C:9]([C:11]1[S:12][CH:13]=[CH:14][N:15]=1)=[O:10]>CS(C)=O>[S:3]1[CH:4]=[CH:5][N:6]=[C:2]1[C:9]([C:11]1[S:12][CH:13]=[CH:14][N:15]=1)([OH:10])[C:8]([F:17])([F:16])[F:7]. Procedure: From 2-bromothiazole and 2-trifluoroacetylthiazole. M.p. 113°-115° C. 13C Nmr (d6 -DMSO) 77.3 (q, J 30Hz), 122.8, 123.0 (q, J 286 Hz), 142.7 and 166.1 ppm. Found: C, 36.25; H, 1.7; N, 10.5. C8H5F3N2OS2 requires C, 36.1; H, 1.9; N, 10.5%. Reactants: Cc1ccncc1-c1csc(-c2cc([N+](=O)[O-])ccc2C)n1, CCOC(C)=O, O=C[O-], O=CO, Cl, [Fe]. The product is Cc1ccncc1-c1csc(-c2cc(NC=O)ccc2C)n1. Reaction SMILES: [CH3:1][c:2]1[c:3](-[c:8]2[n:9][c:10](-[c:13]3[c:14]([CH3:22])[cH:15][cH:16][c:17]([N+:19]([O-:20])=[O:21])[cH:18]3)[s:11][cH:12]2)[cH:4][n:5][cH:6][cH:7]1.[CH3:30][CH2:31][O:32][C:33](=[O:34])[CH3:35].[CH:23](=[O:24])[O-:25].[CH:27]([OH:28])=[O:29].[ClH:26].[Fe:36]>>[CH3:1][c:2]1[c:3](-[c:8]2[n:9][c:10](-[c:13]3[c:14]([CH3:22])[cH:15][cH:16][c:17]([NH:19][CH:23]=[O:24])[cH:18]3)[s:11][cH:12]2)[cH:4][n:5][cH:6][cH:7]1. The reactants are OH, Cl.C(C)OC(CCCC1(C(N(C2=CC=CC=C12)C1=CC=CC=C1)=O)CC1=CC=NC=C1)=O (2,3-Dihydro-2-oxo-1-phenyl-3-(4-pyridinylmethyl)-1H-indole-3-butanoic acid ethyl ester hydrochloride), B (borane), CO (MeOH), Phe 1,2-Phe. Run in C1CCOC1 (THF), C1CCOC1 (THF). Reaction conditions: time 3 day. The product is Cl.OCCCCC1(C(N(C2=CC=CC=C12)C1=CC=CC=C1)=O)CC1=CC=NC=C1 (1,3-Dihydro-3-(4-hydroxybutyl)-1-phenyl-3-(4-pyridinylmethyl)-2H-indol-2-one Hydrochloride). As a reaction SMILES: [ClH:1].C([O:4][C:5](=O)[CH2:6][CH2:7][CH2:8][C:9]1([CH2:25][C:26]2[CH:31]=[CH:30][N:29]=[CH:28][CH:27]=2)[C:17]2[C:12](=[CH:13][CH:14]=[CH:15][CH:16]=2)[N:11]([C:18]2[CH:23]=[CH:22][CH:21]=[CH:20][CH:19]=2)[C:10]1=[O:24])C.B.CO>C1COCC1>[ClH:1].[OH:4][CH2:5][CH2:6][CH2:7][CH2:8][C:9]1([CH2:25][C:26]2[CH:27]=[CH:28][N:29]=[CH:30][CH:31]=2)[C:17]2[C:12](=[CH:13][CH:14]=[CH:15][CH:16]=2)[N:11]([C:18]2[CH:23]=[CH:22][CH:21]=[CH:20][CH:19]=2)[C:10]1=[O:24] |f:0.1,5.6|. Reported procedure: A suspension of 2,3-Dihydro-2-oxo-1-phenyl-3-(4-pyridinylmethyl)-1H-indole-3-butanoic acid ethyl ester hydrochloride (10.0 g, 22.2 mmol) in 50 ml dry THF was treated with excess 1M BH3 -THF and stirred at room temperature for 3 days. The excess borane was decomposed with MeOH, and the mixture was concentrated in vacuo. The residue was digested with 100 ml 1N HCl for 3 hours at 80° C. , and the solution was concentrated. The residue was partitioned between 200 ml EtOAc and 100 ml 5% NaHCO3. The o... Reactants: CC(C)(O)c1ccc2c(c1)C(=CCCBr)c1cccnc1CO2, O=C([O-])[O-], CC#N, COC(=O)C1(c2ccc(Cl)cc2)CCNCC1, [K+], [K+], O. Reaction SMILES: [Br:24][CH2:25][CH2:26][CH:27]=[C:28]1[c:29]2[c:30]([cH:39][cH:40][c:41]([C:43]([CH3:44])([CH3:45])[OH:46])[cH:42]2)[O:31][CH2:32][c:33]2[c:34]1[cH:35][cH:36][cH:37][n:38]2.[C:18](=[O:19])([O-:20])[O-:21].[C:48](#[N:49])[CH3:50].[CH3:1][O:2][C:3](=[O:4])[C:5]1([c:11]2[cH:12][cH:13][c:14]([Cl:17])[cH:15][cH:16]2)[CH2:6][CH2:7][NH:8][CH2:9][CH2:10]1.[K+:22].[K+:23].[OH2:47]>>[CH3:1][O:2][C:3](=[O:4])[C:5]1([c:11]2[cH:12][cH:13][c:14]([Cl:17])[cH:15][cH:16]2)[CH2:6][CH2:7][N:8]([CH2:25][CH2:26][CH:27]=[C:28]2[c:29]3[c:30]([cH:39][cH:40][c:41]([C:43]([CH3:44])([CH3:45])[OH:46])[cH:42]3)[O:31][CH2:32][c:33]3[c:34]2[cH:35][cH:36][cH:37][n:38]3)[CH2:9][CH2:10]1. The product is COC(=O)C1(c2ccc(Cl)cc2)CCN(CCC=C2c3cc(C(C)(C)O)ccc3OCc3ncccc32)CC1. Reactants: NC1=NC=NC2=CC(=C(C=C12)OC)O (4-amino-6-methoxy-7-hydroxyquinazoline), CN1CC(CCC1)CO (1-methyl-3-piperidinemethanol), H+. Yields the product NC1=NC=NC2=CC(=C(C=C12)OC)OCC1CN(CCC1)C (4-Amino-6-methoxy-7-(N-methylpiperidin-3-ylmethoxy)quinazoline). Reaction SMILES: [NH2:1][C:2]1[C:11]2[C:6](=[CH:7][C:8]([OH:14])=[C:9]([O:12][CH3:13])[CH:10]=2)[N:5]=[CH:4][N:3]=1.[CH3:15][N:16]1[CH2:21][CH2:20][CH2:19][CH:18]([CH2:22]O)[CH2:17]1>>[NH2:1][C:2]1[C:11]2[C:6](=[CH:7][C:8]([O:14][CH2:22][CH:18]3[CH2:19][CH2:20][CH2:21][N:16]([CH3:15])[CH2:17]3)=[C:9]([O:12][CH3:13])[CH:10]=2)[N:5]=[CH:4][N:3]=1. Reported procedure: 4-Amino-6-methoxy-7-(N-methylpiperidin-3-ylmethoxy)quinazoline was prepared by reaction of 4-amino-6-methoxy-7-hydroxyquinazoline with 1-methyl-3-piperidinemethanol under analogous conditions to those described Example 2, Note[11]:—Mass Spectrum: M+H+ 303. Starting materials: ClC1=NC2=CC=C(C(=C2C=C1)NC(CC1CCCCC1)=O)Cl (N-(2,6-dichloro-5-quinolinyl)-cyclohexaneacetamide), N1CCC(CC1)C(=O)OCC (4-piperidinecarboxylic acid, ethyl ester). Product: ClC=1C(=C2C=CC(=NC2=CC1)N1CCC(CC1)C(=O)OCC)NC(CC1CCCCC1)=O (1-[6-Chloro-5-[(cyclohexylacetyl)amino]-2-quinolinyl]-4-piperidine Carboxylic Acid, Ethyl Ester). Isolated yield 73.6%. As a reaction SMILES: Cl[C:2]1[CH:11]=[CH:10][C:9]2[C:4](=[CH:5][CH:6]=[C:7]([Cl:22])[C:8]=2[NH:12][C:13](=[O:21])[CH2:14][CH:15]2[CH2:20][CH2:19][CH2:18][CH2:17][CH2:16]2)[N:3]=1.[NH:23]1[CH2:28][CH2:27][CH:26]([C:29]([O:31][CH2:32][CH3:33])=[O:30])[CH2:25][CH2:24]1>>[Cl:22][C:7]1[C:8]([NH:12][C:13](=[O:21])[CH2:14][CH:15]2[CH2:20][CH2:19][CH2:18][CH2:17][CH2:16]2)=[C:9]2[C:4](=[CH:5][CH:6]=1)[N:3]=[C:2]([N:23]1[CH2:28][CH2:27][CH:26]([C:29]([O:31][CH2:32][CH3:33])=[O:30])[CH2:25][CH2:24]1)[CH:11]=[CH:10]2. Procedure: Prepared according to the method of example 30, using N-(2,6-dichloro-5-quinolinyl)-cyclohexaneacetamide (Example 1(a)) (200 mg) and 4-piperidinecarboxylic acid, ethyl ester (280 mg). Purification (SiO2, ethyl acetate:isohexane 25:75 as eluant) gave the sub-title compound as an oil (200 mg).